From a dataset of the Open Reaction Database (ORD), a public repository of structured organic reaction records. describe an organic reaction: reactants, conditions, products, and yield Reactants: Cl, O=N[O-], Cn1c(=O)c2c(nc(-c3cccc(N)c3)n2Cc2c(F)cccc2Cl)n(C)c1=O, [Na+], O. Yields the product Cn1c(=O)c2c(nc(-c3cccc(O)c3)n2Cc2c(F)cccc2Cl)n(C)c1=O. As a reaction SMILES: [ClH:30].[N:31](=[O:32])[O-:33].[NH2:1][c:2]1[cH:3][c:4](-[c:8]2[n:9][c:10]3[n:11]([CH3:29])[c:12](=[O:28])[n:13]([CH3:27])[c:14](=[O:26])[c:15]3[n:16]2[CH2:17][c:18]2[c:19]([Cl:25])[cH:20][cH:21][cH:22][c:23]2[F:24])[cH:5][cH:6][cH:7]1.[Na+:34].[OH2:35]>>[c:2]1([OH:32])[cH:3][c:4](-[c:8]2[n:9][c:10]3[n:11]([CH3:29])[c:12](=[O:28])[n:13]([CH3:27])[c:14](=[O:26])[c:15]3[n:16]2[CH2:17][c:18]2[c:19]([Cl:25])[cH:20][cH:21][cH:22][c:23]2[F:24])[cH:5][cH:6][cH:7]1. Reactants: Brc1ccccc1, [Li]CCCC, C1CCOC1, CCCCCC, CC(C)(C)OC(=O)N1CCOCC(O)(COCC2CC2)C1, [Na+], O=S(=O)([O-])O. Product: CC(C)(C)OC(=O)N1CCOCC(O)(Cc2ccccc2)C1. Reaction SMILES: [Br:12][c:13]1[cH:14][cH:15][cH:16][cH:17][cH:18]1.[CH2:1]([Li:2])[CH2:3][CH2:4][CH3:5].[CH2:46]1[O:47][CH2:48][CH2:49][CH2:50]1.[CH3:6][CH2:7][CH2:8][CH2:9][CH2:10][CH3:11].[CH:19]1([CH2:20][O:21][CH2:24][C:25]2([OH:39])[CH2:26][N:27]([C:32](=[O:33])[O:34][C:35]([CH3:36])([CH3:37])[CH3:38])[CH2:28][CH2:29][O:30][CH2:31]2)[CH2:22][CH2:23]1.[Na+:45].[S:40]([O-:41])([OH:42])(=[O:43])=[O:44]>>[c:13]1([CH2:24][C:25]2([OH:39])[CH2:26][N:27]([C:32](=[O:33])[O:34][C:35]([CH3:36])([CH3:37])[CH3:38])[CH2:28][CH2:29][O:30][CH2:31]2)[cH:14][cH:15][cH:16][cH:17][cH:18]1.